This data is from the Open Reaction Database (ORD), a public repository of structured organic reaction records. The task is: describe an organic reaction: reactants, conditions, products, and yield Starting materials: C(C)(=O)OC(C)=O (acetic anhydride), OO (hydrogen peroxide), C(C)(C)(C)C1=CC=C(C=C1)CC(CN1CC(OC(C1)C)C)C (4-[3-(p-tert.-butyl-phenyl)-2-methyl-propyl]-2,6-dimethyl-morpholine). Run in [OH-].[K+] (potassium hydroxide). Run at time 16 hour. The product is C(C)(C)(C)C1=CC=C(C=C1)CC(C[N+]1(CC(OC(C1)C)C)[O-])C (4-[3-(p-tert.butyl-phenyl)-2-methyl-propyl]-2,6-dimethyl-morpholine-4-oxide), hydrate. Reaction SMILES: C(OC(=O)C)(=[O:3])C.OO.[C:10]([C:14]1[CH:19]=[CH:18][C:17]([CH2:20][CH:21]([CH3:31])[CH2:22][N:23]2[CH2:28][CH:27]([CH3:29])[O:26][CH:25]([CH3:30])[CH2:24]2)=[CH:16][CH:15]=1)([CH3:13])([CH3:12])[CH3:11]>[OH-].[K+]>[C:10]([C:14]1[CH:15]=[CH:16][C:17]([CH2:20][CH:21]([CH3:31])[CH2:22][N+:23]2([O-:3])[CH2:24][CH:25]([CH3:30])[O:26][CH:27]([CH3:29])[CH2:28]2)=[CH:18][CH:19]=1)([CH3:13])([CH3:11])[CH3:12] |f:3.4|. Procedure: A solution of 120 ml of acetic anhydride and 120 ml of 30% hydrogen peroxide is added dropwise to 40 g of 4-[3-(p-tert.-butyl-phenyl)-2-methyl-propyl]-2,6-dimethyl-morpholine while cooling with an ice-bath so that the temperature does not exceed 45°-50° C. After stirring at room temperature for 16 hours, the mixture is cooled to -10° C. and treated with 280 ml of 40% potassium hydroxide solution, exhaustively extracted with chloroform and concentrated in vacuo at 30° C. (bath temperature). The r... Reactants: CN.C(C)O (methyl amine ethanol), C(C)(C)N(C(C)C)CC (N,N-diisopropylethylamine), ClC1=NC=C(C(=N1)Cl)[N+](=O)[O-] (2,4-dichloro-5-nitropyrimidine). The solvent is ClCCl (dichloromethane), ClCCl (dichloromethane). Yields the product ClC1=NC=C(C(=N1)NC)[N+](=O)[O-] (2-chloro-4-methylamino-5-nitropyrimidine). Isolated yield 85.4%. Reaction SMILES: CN.C(O)C.[CH:6]([N:9](CC)C(C)C)(C)C.[Cl:15][C:16]1[N:21]=[C:20](Cl)[C:19]([N+:23]([O-:25])=[O:24])=[CH:18][N:17]=1>ClCCl>[Cl:15][C:16]1[N:21]=[C:20]([NH:9][CH3:6])[C:19]([N+:23]([O-:25])=[O:24])=[CH:18][N:17]=1 |f:0.1|. Procedure details: A solution of methyl amine-ethanol (7.6 ml) and N,N-diisopropylethylamine (13.2 ml) were dissolved into 150 ml dichloromethane. The mixture was added dropwise to a solution of 2,4-dichloro-5-nitropyrimidine (10.0 g) in dichloromethane (30 ml) at 0° C. After the completion of the dropwise addition, the mixture was kept at the same temperature to react for half an hour. Purification was conducted by a column chromatography to obtain a yellow solid (8.3 g) in a yield of 85.4%. 1H NMR (400 MHz, CDCl... Reactants: CC(C)(C)C=1C=C(C=C(C1O)C(C)(C)C)SC(C(C)=O)C (3-[[3,5-bis(1,1-dimethylethyl)-4-hydroxyphenyl]thio]-2-butanone), C[Li] (methyl lithium). Yields the product CC(C)(C)C1=C(C(=CC(=C1)SC(C(C)(C)O)C)C(C)(C)C)O (2,6-bis(1,1-dimethylethyl)-4-[(2-hydroxy-1,2-dimethylpropyl)thio]phenol). RXN SMILES: [CH3:1][C:2]([C:5]1[CH:6]=[C:7]([S:16][CH:17]([CH3:21])[C:18](=[O:20])[CH3:19])[CH:8]=[C:9]([C:12]([CH3:15])([CH3:14])[CH3:13])[C:10]=1[OH:11])([CH3:4])[CH3:3].[CH3:22][Li]>>[CH3:4][C:2]([C:5]1[CH:6]=[C:7]([S:16][CH:17]([CH3:21])[C:18]([OH:20])([CH3:22])[CH3:19])[CH:8]=[C:9]([C:12]([CH3:13])([CH3:15])[CH3:14])[C:10]=1[OH:11])([CH3:1])[CH3:3]. Procedure details: The ketone of Example 8 is reacted with methyl lithium by the method of Example 17 to give the title compound. The reactants are CC1=C(C=CC(=C1)OCCCCl)C(C)=O (2′-methyl-4′-chloropropoxyacetophenone), BrBr (bromine), C([O-])(O)=O.[Na+] (sodium bicarbonate). Solvent: CCOCC (ether). Reaction conditions: time 17 hour. The product is BrCC(=O)C1=C(C=C(C=C1)OCCCCl)C (alpha-bromo-2′-methyl-4′-chloropropoxyacetophenone). Reaction SMILES: [CH3:1][C:2]1[CH:7]=[C:6]([O:8][CH2:9][CH2:10][CH2:11][Cl:12])[CH:5]=[CH:4][C:3]=1[C:13](=[O:15])[CH3:14].[Br:16]Br.C(=O)(O)[O-].[Na+]>CCOCC>[Br:16][CH2:14][C:13]([C:3]1[CH:4]=[CH:5][C:6]([O:8][CH2:9][CH2:10][CH2:11][Cl:12])=[CH:7][C:2]=1[CH3:1])=[O:15] |f:2.3|. Reported procedure: A solution of the product of Step A (9.33 g) in ether (42 mL) was treated with bromine (2.1 mL) and the mixture stirred for approximately 17 hours. The mixture was slowly poured into saturated sodium bicarbonate solution (100 mL) and then the organic layer was separated. The aqueous layer was washed with a fresh portion of ether (100 mL). The combined organic layers were washed with a fresh portion of water (100 mL), dried over magnesium sulfate, filtered and evaporated to give the title compoun... Starting materials: FC(S(=O)(=O)OC1=CC(=CC=2C(CCC(C12)(C)C)(C)C)C=O)(F)F (3-formyl-5,5,8,8-tetramethyl-5,6,7,8-tetrahydro-1-naphthyl 1,1,1-trifluoromethanesulfonate), C([O-])([O-])=O.[K+].[K+] (potassium carbonate), C(C)(C)(C)C1=CC=C(C=C1)B(O)O (4-tert-butylphenylboronic acid), [Cl-].[Li+] (lithium chloride). Reagents/catalysts: C=1C=CC(=CC1)[P](C=2C=CC=CC2)(C=3C=CC=CC3)[Pd]([P](C=4C=CC=CC4)(C=5C=CC=CC5)C=6C=CC=CC6)([P](C=7C=CC=CC7)(C=8C=CC=CC8)C=9C=CC=CC9)[P](C=1C=CC=CC1)(C=1C=CC=CC1)C=1C=CC=CC1 (tetrakis(triphenylphosphine)palladium). The product is C(C)(C)(C)C1=CC=C(C=C1)C1=CC(=CC=2C(CCC(C12)(C)C)(C)C)C=O (4-(4-tert-Butylphenyl)-5,5,8,8-tetramethyl-5,6,7,8-tetrahydro-2-naphthalenecarbaldehyde). Isolated yield 65.0%. RXN SMILES: FC(F)(F)S(O[C:7]1[C:16]2[C:15]([CH3:18])([CH3:17])[CH2:14][CH2:13][C:12]([CH3:20])([CH3:19])[C:11]=2[CH:10]=[C:9]([CH:21]=[O:22])[CH:8]=1)(=O)=O.[C:25]([C:29]1[CH:34]=[CH:33][C:32](B(O)O)=[CH:31][CH:30]=1)([CH3:28])([CH3:27])[CH3:26].[Cl-].[Li+].C(=O)([O-])[O-].[K+].[K+]>C1C=CC([P]([Pd]([P](C2C=CC=CC=2)(C2C=CC=CC=2)C2C=CC=CC=2)([P](C2C=CC=CC=2)(C2C=CC=CC=2)C2C=CC=CC=2)[P](C2C=CC=CC=2)(C2C=CC=CC=2)C2C=CC=CC=2)(C2C=CC=CC=2)C2C=CC=CC=2)=CC=1>[C:25]([C:29]1[CH:34]=[CH:33][C:32]([C:7]2[C:16]3[C:15]([CH3:17])([CH3:18])[CH2:14][CH2:13][C:12]([CH3:20])([CH3:19])[C:11]=3[CH:10]=[C:9]([CH:21]=[O:22])[CH:8]=2)=[CH:31][CH:30]=1)([CH3:28])([CH3:27])[CH3:26] |f:2.3,4.5.6,^1:49,51,70,89|. Procedure: In a manner similar to that of Example 21 b, by reacting 5 g (14 mmol) of 3-formyl-5,5,8,8-tetramethyl-5,6,7,8-tetrahydro-1-naphthyl 1,1,1-trifluoromethanesulfonate (Example 21a) with 2.85 g (16 mmol) of 4-tert-butylphenylboronic acid, in the presence of 1.17 g (28 mmol) of lithium chloride, 16 mL (32 mmol) of 2 M potassium carbonate solution and 800 mg of tetrakis(triphenylphosphine)palladium. The product is obtained in the form of white crystals (m=3.1 g; yield=65%, m.p.=129° C.).